Dataset: the Open Reaction Database (ORD), a public repository of structured organic reaction records. Task: describe an organic reaction: reactants, conditions, products, and yield Reactants: O (Water), [OH-].[Na+] (NaOH), COC(CCNC=1C=C2C(=C(N(C2=CC1)CC1=CC=CC=C1)C)CC(=O)N)=O (3-[[3-(2-amino-2-oxoethyl)-2-methyl-1-(phenylmethyl)-1H-indol-5-yl]amino]propanoic acid methyl ester), [OH-].[Na+] (NaOH). Run in CO (MeOH). Conditions: time 1 hour. Yields the product NC(CC1=C(N(C2=CC=C(C=C12)NCCC(=O)O)CC1=CC=CC=C1)C)=O (3-[[3-(2-amino-2-oxoethyl)-2-methyl-1-(phenylmethyl)-1H-indol-5-yl]amino]propanoic acid). Yield: 19.2%. Reaction SMILES: [OH-].[Na+].C[O:4][C:5](=[O:30])[CH2:6][CH2:7][NH:8][C:9]1[CH:10]=[C:11]2[C:15](=[CH:16][CH:17]=1)[N:14]([CH2:18][C:19]1[CH:24]=[CH:23][CH:22]=[CH:21][CH:20]=1)[C:13]([CH3:25])=[C:12]2[CH2:26][C:27]([NH2:29])=[O:28].O>CO>[NH2:29][C:27](=[O:28])[CH2:26][C:12]1[C:11]2[C:15](=[CH:16][CH:17]=[C:9]([NH:8][CH2:7][CH2:6][C:5]([OH:30])=[O:4])[CH:10]=2)[N:14]([CH2:18][C:19]2[CH:20]=[CH:21][CH:22]=[CH:23][CH:24]=2)[C:13]=1[CH3:25] |f:0.1|. Procedure details: One mL of 1N NaOH was added to a solution of 110 mg (0.3 mmol) of 3-[[3-(2-amino-2-oxoethyl)-2-methyl-1-(phenylmethyl)-1H-indol-5-yl]amino]propanoic acid methyl ester (Example 26) in 5 mL of MeOH, stirred 1.0 hour, then 1 mL of 1N NaOH was added and the mixture stirred 0.5 hour. Water was added, then 2 mL of 1N HCl, and the mixture extracted with EtOAc. This was dried (MgSO4) and concentrated at reduced pressure to give 21 mg (20% yield) of 3-[[3-(2-amino-2-oxoethyl)-2-methyl-1-(phenylmethyl)-1H... Starting materials: O=C1CCC(=O)N1Br, O=C(OOC(=O)c1ccccc1)c1ccccc1, ClC(Cl)(Cl)Cl, Cc1cccc(-c2ccccc2)c1. The product is BrCc1cccc(-c2ccccc2)c1. Reaction SMILES: [Br:14][N:15]1[C:16](=[O:17])[CH2:18][CH2:19][C:20]1=[O:21].[C:22]([O:23][O:24][C:25](=[O:26])[c:27]1[cH:28][cH:29][cH:30][cH:31][cH:32]1)(=[O:33])[c:34]1[cH:35][cH:36][cH:37][cH:38][cH:39]1.[C:40]([Cl:41])([Cl:42])([Cl:43])[Cl:44].[c:1]1(-[c:7]2[cH:8][c:9]([CH3:13])[cH:10][cH:11][cH:12]2)[cH:2][cH:3][cH:4][cH:5][cH:6]1>>[c:1]1(-[c:7]2[cH:8][c:9]([CH2:13][Br:14])[cH:10][cH:11][cH:12]2)[cH:2][cH:3][cH:4][cH:5][cH:6]1.